This data is from the Open Reaction Database (ORD), a public repository of structured organic reaction records. The task is: describe an organic reaction: reactants, conditions, products, and yield Reactants: [Al+3], CC1CN(C(=O)OC(C)(C)C)CC2Cc3cc4c(nc3N12)COC4, [H-], [H-], [H-], [H-], [Li+], C1CCOC1. Product: CC1CN(C)CC2Cc3cc4c(nc3N12)COC4. Reaction SMILES: [Al+3:26].[C:1]([O:2][C:6](=[O:3])[N:8]1[CH2:9][CH:10]([CH3:24])[N:11]2[c:12]3[n:13][c:14]4[c:15]([cH:16][c:17]3[CH2:18][CH:19]2[CH2:20]1)[CH2:21][O:22][CH2:23]4)([CH3:4])([CH3:5])[CH3:7].[H-:25].[H-:28].[H-:29].[H-:30].[Li+:27].[O:31]1[CH2:32][CH2:33][CH2:34][CH2:35]1>>[CH3:6][N:8]1[CH2:9][CH:10]([CH3:24])[N:11]2[c:12]3[n:13][c:14]4[c:15]([cH:16][c:17]3[CH2:18][CH:19]2[CH2:20]1)[CH2:21][O:22][CH2:23]4. Starting materials: CC(=O)OC1CCC2(C)C3=C(CCC2C1)C1CCC(C(C)=O)C1(C)CC3=O, CO, [O-][Cl+3]([O-])([O-])O, O. Yields the product CC(=O)C1CCC2C3=C(C(=O)CC12C)C1(C)CCC(O)CC1CC3. As a reaction SMILES: [C:1](=[O:2])([CH3:3])[O:4][CH:5]1[CH2:6][CH:7]2[CH2:8][CH2:9][C:10]3=[C:21]([C:20](=[O:26])[CH2:19][C:18]4([CH3:27])[CH:11]3[CH2:12][CH2:13][CH:14]4[C:15]([CH3:16])=[O:17])[C:22]2([CH3:25])[CH2:23][CH2:24]1.[CH3:34][OH:35].[Cl+3:28]([OH:29])([O-:30])([O-:31])[O-:32].[OH2:33]>>[OH:4][CH:5]1[CH2:6][CH:7]2[CH2:8][CH2:9][C:10]3=[C:21]([C:20](=[O:26])[CH2:19][C:18]4([CH3:27])[CH:11]3[CH2:12][CH2:13][CH:14]4[C:15]([CH3:16])=[O:17])[C:22]2([CH3:25])[CH2:23][CH2:24]1.